From a dataset of the Open Reaction Database (ORD), a public repository of structured organic reaction records. describe an organic reaction: reactants, conditions, products, and yield The reactants are CCO, CCOC(=O)C=Cc1ccn(C2CCCCCC2)c1, [Na+], [OH-]. The product is O=C(O)C=Cc1ccn(C2CCCCCC2)c1. RXN SMILES: [CH3:20][CH2:21][OH:22].[CH:1]1([n:8]2[cH:9][c:10]([CH:13]=[CH:14][C:15](=[O:16])[O:17][CH2:18][CH3:19])[cH:11][cH:12]2)[CH2:2][CH2:3][CH2:4][CH2:5][CH2:6][CH2:7]1.[Na+:24].[OH-:23]>>[CH:1]1([n:8]2[cH:9][c:10]([CH:13]=[CH:14][C:15](=[O:16])[OH:17])[cH:11][cH:12]2)[CH2:2][CH2:3][CH2:4][CH2:5][CH2:6][CH2:7]1. Reactants: FC(C1=CC=C(C=C1)C=1C=CC=2N(C1)C(=CN2)C(=O)O)(F)F (6-(4-trifluoromethyl-phenyl)-imidazo[1,2-a]pyridine-3-carboxylic acid), ONC(C1=CC(=CC=C1)S(N)(=O)=O)=N (N-hydroxy-3-sulfamoyl-benzamidine). Yields the product FC(C1=CC=C(C=C1)C=1C=CC=2N(C1)C(=CN2)C2=NC(=NO2)C=2C=C(C=CC2)S(=O)(=O)N)(F)F (3-{5-[6-(4-Trifluoromethyl-phenyl)-imidazo[1,2-a]pyridin-3-yl]-[1,2,4]oxadiazol-3-yl}-benzenesulfonamide). Reaction SMILES: [F:1][C:2]([F:22])([F:21])[C:3]1[CH:8]=[CH:7][C:6]([C:9]2[CH:10]=[CH:11][C:12]3[N:13]([C:15]([C:18](O)=[O:19])=[CH:16][N:17]=3)[CH:14]=2)=[CH:5][CH:4]=1.O[NH:24][C:25](=[NH:36])[C:26]1[CH:31]=[CH:30][CH:29]=[C:28]([S:32](=[O:35])(=[O:34])[NH2:33])[CH:27]=1>>[F:1][C:2]([F:22])([F:21])[C:3]1[CH:4]=[CH:5][C:6]([C:9]2[CH:10]=[CH:11][C:12]3[N:13]([C:15]([C:18]4[O:19][N:36]=[C:25]([C:26]5[CH:27]=[C:28]([S:32]([NH2:33])(=[O:34])=[O:35])[CH:29]=[CH:30][CH:31]=5)[N:24]=4)=[CH:16][N:17]=3)[CH:14]=2)=[CH:7][CH:8]=1. Procedure: The title compound was prepared from 6-(4-trifluoromethyl-phenyl)-imidazo[1,2-a]pyridine-3-carboxylic acid (example C.35) (153 mg, 0.5 mmol) and N-hydroxy-3-sulfamoyl-benzamidine [CAS-No. 9000-88-7] (161 mg, 0.75 mmol) according to general procedure II. Obtained after trituration with water and further purification by crystallization (MeOH/diethyl ether) as an off-white solid (202 mg, 83%). MS (ISP) 486.3 [(M+H)+]; mp 288° C. The reagents and catalysts are [Hg](Br)Br (HgBr2). Conditions: time 30 minute. Reactants: OCC=1C=CC(=C(C1)NC(C1=CC(=CC=C1)[N+](=O)[O-])=O)C (N-(5-hydroxymethyl-2-methylphenyl)-3-nitrobenzamide), [Hg](C#N)C#N (Hg(CN)2), C(C)(=O)O.C(C)(=O)O.C(C)(=O)O.C(C)(=O)O.[C@H]1([C@H](O)[C@@H](O)[C@H](O)[C@H](O1)CO)Br (α-D-glucopyranosyl bromide tetraacetate), [K+].[Br-] (KBr). Reaction SMILES: [OH:1][CH2:2][C:3]1[CH:4]=[CH:5][C:6]([CH3:21])=[C:7]([NH:9][C:10](=[O:20])[C:11]2[CH:16]=[CH:15][CH:14]=[C:13]([N+:17]([O-:19])=[O:18])[CH:12]=2)[CH:8]=1.[Hg](C#N)C#N.[C:27]([OH:30])(=[O:29])[CH3:28].[C:31]([OH:34])(=[O:33])[CH3:32].[C:35]([OH:38])(=[O:37])[CH3:36].[C:39]([OH:42])(=[O:41])[CH3:40].[C@H:43]1(Br)[O:51][C@H:50]([CH2:52]O)[C@@H:48](O)[C@H:46](O)[C@H:44]1O.[K+].[Br-]>[N+](C)([O-])=O.[Hg](Br)Br>[CH3:21][C:6]1[CH:5]=[CH:4][C:3]([CH2:2][O:1][C@@H:43]2[O:51][C@H:50]([CH2:52][O:41][C:39](=[O:42])[CH3:40])[C@@H:48]([O:37][C:35](=[O:38])[CH3:36])[C@H:46]([O:33][C:31](=[O:34])[CH3:32])[C@H:44]2[O:29][C:27](=[O:30])[CH3:28])=[CH:8][C:7]=1[NH:9][C:10](=[O:20])[C:11]1[CH:16]=[CH:15][CH:14]=[C:13]([N+:17]([O-:19])=[O:18])[CH:12]=1 |f:2.3.4.5.6,7.8|. Reported procedure: A mixture of N-(5-hydroxymethyl-2-methylphenyl)-3-nitrobenzamide (10.0 g, 0.034 mol), HgBr2 (10.0 g, 0.041 mol), Hg(CN)2 (15.0 g, 0.058 mol), and α-D-glucopyranosyl bromide tetraacetate (17.2 g, 0.042 mol) in nitromethane (200 mL) was heated under reflux for 4 h. 2.0M KBr was added and the mixture was stirred for 30 minutes and extracted with EtOAc. The combined extracts were washed with saturated aqueous NaHCO3 and brine, dried (MgSO4), and concentrated to give 12.0 g (56%) of product as a brow... The yield is 57.2%. The solvent is [N+](=O)([O-])C (nitromethane). Yields the product CC1=C(C=C(C=C1)CO[C@H]1[C@H](OC(C)=O)[C@@H](OC(C)=O)[C@H](OC(C)=O)[C@H](O1)COC(C)=O)NC(C1=CC(=CC=C1)[N+](=O)[O-])=O (N-[2-Methyl-5-(2,3,4,6-tetra-O-acetyl-β-D-glucopyranosyloxymethyl)-phenyl]-3-nitrobenzamide). The reactants are O=C(O)c1ccc(OC(F)F)cn1, CC1(C)OC(N)=NC(C)(c2cc(N)ccc2F)C1(F)F. Yields the product CC1(C)OC(N)=NC(C)(c2cc(NC(=O)c3ccc(OC(F)F)cn3)ccc2F)C1(F)F. As a reaction SMILES: [F:21][CH:22]([O:23][c:24]1[cH:25][cH:26][c:27]([C:30](=[O:31])[OH:32])[n:28][cH:29]1)[F:33].[NH2:1][c:2]1[cH:3][cH:4][c:5]([F:20])[c:6]([C:8]2([CH3:19])[N:9]=[C:10]([NH2:18])[O:11][C:12]([CH3:16])([CH3:17])[C:13]2([F:14])[F:15])[cH:7]1>>[NH:1]([c:2]1[cH:3][cH:4][c:5]([F:20])[c:6]([C:8]2([CH3:19])[N:9]=[C:10]([NH2:18])[O:11][C:12]([CH3:16])([CH3:17])[C:13]2([F:14])[F:15])[cH:7]1)[C:30]([c:27]1[cH:26][cH:25][c:24]([O:23][CH:22]([F:21])[F:33])[cH:29][n:28]1)=[O:31]. The reactants are COC(=O)C=1C=CC2=C(NC(CO2)=O)C1 (methyl-3-oxo-3,4-dihydro-2H-1,4-benzoxazin-6-carboxylate), CC(C)C[AlH]CC(C)C (DIBAL-H). Solvent: C(Cl)Cl (CH2Cl2). Run at time 14 hour. Product: OCC=1C=CC2=C(NC(CO2)=O)C1 (6-(hydroxymethyl)-2H-1,4-benzoxazin-3(4H)-one). Yield: 69.3%. Reaction SMILES: C[O:2][C:3]([C:5]1[CH:6]=[CH:7][C:8]2[O:13][CH2:12][C:11](=[O:14])[NH:10][C:9]=2[CH:15]=1)=O.CC(C[AlH]CC(C)C)C>C(Cl)Cl>[OH:2][CH2:3][C:5]1[CH:6]=[CH:7][C:8]2[O:13][CH2:12][C:11](=[O:14])[NH:10][C:9]=2[CH:15]=1. Procedure: A solution of methyl-3-oxo-3,4-dihydro-2H-1,4-benzoxazin-6-carboxylate (30 g, 0.145 mol) in dry CH2Cl2 (500 mL) was cooled to −78° C. and added DIBAL-H (51 g, 0.36 mol) over a period of 45 min and then stirred at the same temperature for 14 h. The reaction mixture was quenched with 1.5N HCl and filtered off the solid product. The solid compound was dried under vacuum to give 6-(hydroxymethyl)-2H-1,4-benzoxazin-3(4H)-one (18 g, 69%). The reactants are Nc1ccc(C(=O)N2Cc3ccccc3Cc3cc(Cl)ccc32)cc1, C1CCOC1, Cc1ccccc1N=C=O. Product: Cc1ccccc1NC(=O)Nc1ccc(C(=O)N2Cc3ccccc3Cc3cc(Cl)ccc32)cc1. As a reaction SMILES: [Cl:1][c:2]1[cH:3][c:4]2[c:5]([cH:24][cH:25]1)[N:6]([C:15]([c:16]1[cH:17][cH:18][c:19]([NH2:22])[cH:20][cH:21]1)=[O:23])[CH2:7][c:8]1[c:9]([cH:11][cH:12][cH:13][cH:14]1)[CH2:10]2.[O:36]1[CH2:37][CH2:38][CH2:39][CH2:40]1.[c:26]1([CH3:35])[c:27]([N:32]=[C:33]=[O:34])[cH:28][cH:29][cH:30][cH:31]1>>[Cl:1][c:2]1[cH:3][c:4]2[c:5]([cH:24][cH:25]1)[N:6]([C:15]([c:16]1[cH:17][cH:18][c:19]([NH:22][C:33]([NH:32][c:27]3[c:26]([CH3:35])[cH:31][cH:30][cH:29][cH:28]3)=[O:34])[cH:20][cH:21]1)=[O:23])[CH2:7][c:8]1[c:9]([cH:11][cH:12][cH:13][cH:14]1)[CH2:10]2. The reactants are ClC=1C=CC(=C(C(=O)NC2=NC=CC=C2)C1)[N+](=O)[O-] (5-chloro-2-nitro-N-(2-pyridyl)benzamide). The reagents and catalysts are [Ni] (Raney nickel). Run in C1CCOC1 (THF), C(C)(=O)OCC (ethyl acetate). Run at time 8 hour. The product is NC1=C(C(=O)NC2=NC=CC=C2)C=C(C=C1)Cl (2-Amino-5-chloro-N-(2-pyridyl)benzamide). The yield is 67.3%. RXN SMILES: [Cl:1][C:2]1[CH:3]=[CH:4][C:5]([N+:17]([O-])=O)=[C:6]([CH:16]=1)[C:7]([NH:9][C:10]1[CH:15]=[CH:14][CH:13]=[CH:12][N:11]=1)=[O:8]>C1COCC1.C(OCC)(=O)C.[Ni]>[NH2:17][C:5]1[CH:4]=[CH:3][C:2]([Cl:1])=[CH:16][C:6]=1[C:7]([NH:9][C:10]1[CH:15]=[CH:14][CH:13]=[CH:12][N:11]=1)=[O:8]. Reported procedure: To a solution of 5-chloro-2-nitro-N-(2-pyridyl)benzamide (4 g, 14.4 mmol) in THF (50 mL) and ethyl acetate (50 mL) was added Raney nickel (0.5 g). The mixture was placed under an atmosphere of hydrogen (4.1 bar) overnight. The mixture was then filtered and the filtrate was flushed through a pad of silica gel, eluting with ethyl acetate, and then concentrated in vacuo. The crude solid was suspended in diethyl ether, sonicated, filtered and dried in vacuo to give 2.4 g (67%) of a faint green solid... The reactants are NC1=NC=C(C=N1)C1=C(C=C(C=N1)B(O)O)F ((6-(2-aminopyrimidin-5-yl)-5-fluoropyridin-3-yl)boronic acid), ClC1=C(C=CC=C1)C=1C=NC(=NC1)N (5-(2-chlorophenyl)pyrimidin-2-amine). The product is NC1=NC=C(C=N1)C1=C(C=C(C=N1)C1=C(C=CC=C1)C=1C=NC(=NC1)N)F (5-{2-[6-(2-Aminopyrimidin-5-yl)-5-fluoropyridin-3-yl]phenyl}pyrimidin-2-amine). RXN SMILES: [NH2:1][C:2]1[N:7]=[CH:6][C:5]([C:8]2[N:13]=[CH:12][C:11](B(O)O)=[CH:10][C:9]=2[F:17])=[CH:4][N:3]=1.Cl[C:19]1[CH:24]=[CH:23][CH:22]=[CH:21][C:20]=1[C:25]1[CH:26]=[N:27][C:28]([NH2:31])=[N:29][CH:30]=1>>[NH2:1][C:2]1[N:7]=[CH:6][C:5]([C:8]2[N:13]=[CH:12][C:11]([C:19]3[CH:24]=[CH:23][CH:22]=[CH:21][C:20]=3[C:25]3[CH:26]=[N:27][C:28]([NH2:31])=[N:29][CH:30]=3)=[CH:10][C:9]=2[F:17])=[CH:4][N:3]=1. Reported procedure: The title compound was prepared in a manner similar to that described in Example 427 using (6-(2-aminopyrimidin-5-yl)-5-fluoropyridin-3-yl)boronic acid and 5-(2-chlorophenyl)pyrimidin-2-amine. MS (ESI): mass calcd. for C19H14FN7, 359.13; m/z found, 360.1 [M+H]+. 1H NMR (500 MHz, CD3OD) δ 8.93 (s, 2H), 8.31-8.28 (m, 1H), 8.19 (s, 2H), 7.64 (dd, J=12.0, 1.9, 1H), 7.59-7.51 (m, 4H). The reactants are COC(=O)C1(CC1)C1=CC=C(C=C1)O (1-(4-hydroxy-phenyl)-cyclopropanecarboxylic acid methyl ester), [H-].[Na+] (sodium hydride), BrCC(OCC)OCC (2-bromo-1,1-diethoxy-ethane), [H][H] (hydrogen). The solvent is CN(C)C=O (DMF). Conditions: temperature 160 celsius, time 15 hour. Product: C(C)OC(COC1=CC=C(C=C1)C1(CC1)C(=O)O)OCC (1-[4-(2,2-diethoxy-ethoxy)-phenyl]-cyclopropanecarboxylic acid). Yield: 40.3%. Reaction SMILES: C[O:2][C:3]([C:5]1([C:8]2[CH:13]=[CH:12][C:11]([OH:14])=[CH:10][CH:9]=2)[CH2:7][CH2:6]1)=[O:4].[H-].[Na+].[H][H].Br[CH2:20][CH:21]([O:25][CH2:26][CH3:27])[O:22][CH2:23][CH3:24]>CN(C=O)C>[CH2:23]([O:22][CH:21]([O:25][CH2:26][CH3:27])[CH2:20][O:14][C:11]1[CH:12]=[CH:13][C:8]([C:5]2([C:3]([OH:2])=[O:4])[CH2:7][CH2:6]2)=[CH:9][CH:10]=1)[CH3:24] |f:1.2|. Procedure: To a stirred solution of 1-(4-hydroxy-phenyl)-cyclopropanecarboxylic acid methyl ester (15.0 g, 84.3 mmol) in DMF (50 mL) was added sodium hydride (6.7 g, 170 mmol, 60% in mineral oil) at 0° C. After hydrogen evolution ceased, 2-bromo-1,1-diethoxy-ethane (16.5 g, 84.3 mmol) was added dropwise to the reaction mixture. The reaction was stirred at 160° C. for 15 hours. The reaction mixture was poured onto ice (100 g) and extracted with CH2Cl2. The combined organics were dried over Na2SO4. The solve...